This data is from the Open Reaction Database (ORD), a public repository of structured organic reaction records. The task is: describe an organic reaction: reactants, conditions, products, and yield Starting materials: CCN=C=NCCCN(C)C (WSC), ClCC1=C(N=NN1C1=CC=C(C=C1)C(=O)NCC)C(=O)O (5-(Chloromethyl)-1-{4-[(ethylamino)carbonyl]phenyl}-1H-1,2,3-triazole-4-carboxylic acid), C=1C=CC2=C(C1)N=NN2O (HOBt), C1(CC1)N (cyclopropylamine). The solvent is C(C)#N.CN(C)C=O (acetonitrile DMF), O (water). Reaction conditions: time 2.5 hour. The product is ClCC1=C(N=NN1C1=CC=C(C=C1)C(=O)NCC)C(=O)NC1CC1 (5-(chloromethyl)-N-cyclopropyl-1-{4-[(ethylamino)carbonyl]phenyl}-1H-1,2,3-triazole-4-carboxamide). The yield is 131.1%. RXN SMILES: [Cl:1][CH2:2][C:3]1[N:7]([C:8]2[CH:13]=[CH:12][C:11]([C:14]([NH:16][CH2:17][CH3:18])=[O:15])=[CH:10][CH:9]=2)[N:6]=[N:5][C:4]=1[C:19]([OH:21])=O.C1C=C[C:25]2N(O)N=[N:28][C:26]=2[CH:27]=1.C1(N)CC1.CCN=C=NCCCN(C)C>C(#N)C.CN(C=O)C.O>[Cl:1][CH2:2][C:3]1[N:7]([C:8]2[CH:9]=[CH:10][C:11]([C:14]([NH:16][CH2:17][CH3:18])=[O:15])=[CH:12][CH:13]=2)[N:6]=[N:5][C:4]=1[C:19]([NH:28][CH:26]1[CH2:27][CH2:25]1)=[O:21] |f:4.5|. Procedure details: 5-(Chloromethyl)-1-{4-[(ethylamino)carbonyl]phenyl}-1H-1,2,3-triazole-4-carboxylic acid (103 mg, 0.334 mmol) obtained in Example 104b), HOBt (23 mg, 0.167 mmol, 0.5 eq.) and cyclopropylamine (0.031 ml, 0.434 mmol, 1.3 eq.) were dissolved in acetonitrile-DMF (2:1, 1.5 ml), WSC (78.4 mg, 0.401 mmol, 1.2 eq.) was added, and the mixture was stirred at room temperature for 2.5 hr. water (10 ml) was added to the reaction mixture and the mixture was extracted with ethyl acetate (30 ml). The organic lay...